From a dataset of the Open Reaction Database (ORD), a public repository of structured organic reaction records. describe an organic reaction: reactants, conditions, products, and yield Reactants: COC=1C=C(C=CC1OC)C1CC(N(C(C1)=O)C=1C(=C(C2=C([C@H](C(O2)(C)C)C2=CC=C(C=C2)C)C1C)C)C)=O ((3R)-4-(3,4-dimethoxyphenyl)-1-(2,2,4,6,7-pentamethyl-3-(4-methylphenyl)-2,3-dihydro-1-benzofuran-5-yl)piperidine-2,6-dione). Solvent: CCCCCC (hexane). Yields the product COC=1C=C(C=CC1OC)C1CCN(CC1)C=1C(=C(C2=C([C@H](C(O2)(C)C)C2=CC=C(C=C2)C)C1C)C)C ((3R)-4-(3,4-dimethoxyphenyl)-1-(2,2,4,6,7-pentamethyl-3-(4-methylphenyl)-2,3-dihydro-1-benzofuran-5-yl)piperidine). Yield: 54.0%. As a reaction SMILES: [CH3:1][O:2][C:3]1[CH:4]=[C:5]([CH:11]2[CH2:16][C:15](=O)[N:14]([C:18]3[C:19]([CH3:38])=[C:20]([CH3:37])[C:21]4[O:25][C:24]([CH3:27])([CH3:26])[C@H:23]([C:28]5[CH:33]=[CH:32][C:31]([CH3:34])=[CH:30][CH:29]=5)[C:22]=4[C:35]=3[CH3:36])[C:13](=O)[CH2:12]2)[CH:6]=[CH:7][C:8]=1[O:9][CH3:10]>CCCCCC>[CH3:1][O:2][C:3]1[CH:4]=[C:5]([CH:11]2[CH2:12][CH2:13][N:14]([C:18]3[C:19]([CH3:38])=[C:20]([CH3:37])[C:21]4[O:25][C:24]([CH3:27])([CH3:26])[C@H:23]([C:28]5[CH:33]=[CH:32][C:31]([CH3:34])=[CH:30][CH:29]=5)[C:22]=4[C:35]=3[CH3:36])[CH2:15][CH2:16]2)[CH:6]=[CH:7][C:8]=1[O:9][CH3:10]. Procedure: Using (3R)-4-(3,4-dimethoxyphenyl)-1-(2,2,4,6,7-pentamethyl-3-(4-methylphenyl)-2,3-dihydro-1-benzofuran-5-yl)piperidine-2,6-dione obtained in Example 27, the title compound was synthesized in the same manner as in Example 28. Yield 54%. mp. 102–106° C. (hexane). Reactants: BrC1=C(C(=CC(=C1)[N+](=O)[O-])O)NC(C)=O (N-(2-bromo-6-hydroxy-4-nitrophenyl)acetamide), CC1=CC=C(C=C1)S(=O)(=O)O (Tosic acid). The reagents and catalysts are CN(C)C=1C=CN=CC1 (DMAP). Run in ClC1=CC(=CC=C1)Cl (1,3-dichorobenzene). The product is BrC1=CC(=CC2=C1N=C(O2)C)[N+](=O)[O-] (4-Bromo-2-methyl-6-nitro-benzooxazole). Reaction SMILES: [Br:1][C:2]1[CH:7]=[C:6]([N+:8]([O-:10])=[O:9])[CH:5]=[C:4](O)[C:3]=1[NH:12][C:13](=[O:15])[CH3:14].CC1C=CC(S(O)(=O)=O)=CC=1>CN(C1C=CN=CC=1)C.ClC1C=CC=C(Cl)C=1>[Br:1][C:2]1[C:3]2[N:12]=[C:13]([CH3:14])[O:15][C:4]=2[CH:5]=[C:6]([N+:8]([O-:10])=[O:9])[CH:7]=1. Procedure: A solution of 1.15 g of N-(2-bromo-6-hydroxy-4-nitrophenyl)acetamide, 80 mg Tosic acid, 26 mg DMAP, in 25 mL 1,3-dichorobenzene was heated at 170° C. overnight. Reaction was then washed with satd. NaHCO3 and brine, dried over MgSO4, and conc. in vacuo. The product was purified on a silica gel column, eluting with 80% hexane/20% EtOAc. 910 mg of title compound was recovered.